From a dataset of the Open Reaction Database (ORD), a public repository of structured organic reaction records. describe an organic reaction: reactants, conditions, products, and yield Reactants: O=Cc1cccc(Cl)c1, O=c1cc(N2CCNCC2)nc[nH]1. Yields the product O=c1cc(N2CCN(Cc3cccc(Cl)c3)CC2)nc[nH]1. Reaction SMILES: [Cl:14][c:15]1[cH:16][c:17]([CH:18]=[O:19])[cH:20][cH:21][cH:22]1.[N:1]1([c:7]2[cH:8][c:9](=[O:13])[nH:10][cH:11][n:12]2)[CH2:2][CH2:3][NH:4][CH2:5][CH2:6]1>>[N:1]1([c:7]2[cH:8][c:9](=[O:13])[nH:10][cH:11][n:12]2)[CH2:2][CH2:3][N:4]([CH2:18][c:17]2[cH:16][c:15]([Cl:14])[cH:22][cH:21][cH:20]2)[CH2:5][CH2:6]1.